From a dataset of the Open Reaction Database (ORD), a public repository of structured organic reaction records. describe an organic reaction: reactants, conditions, products, and yield Starting materials: N1=CC(=CC=C1)OCCCNC ((3-(3-pyridyloxy)propyl)methylamine), O=C([C@H](O)[C@@H](O)[C@@H](O)[C@H](O)C(=O)O)O (galactaric acid), O (Water). Solvent: C(C)O (ethanol). Yields the product O=C([C@H](O)[C@@H](O)[C@@H](O)[C@H](O)C(=O)O)O.N1=CC(=CC=C1)OCCCNC.N1=CC(=CC=C1)OCCCNC ((3-(3-Pyridyloxy)propyl)methylamine Hemigalactarate). RXN SMILES: [N:1]1[CH:6]=[CH:5][CH:4]=[C:3]([O:7][CH2:8][CH2:9][CH2:10][NH:11][CH3:12])[CH:2]=1.[O:13]=[C:14]([OH:26])[C@@H:15]([C@H:17]([C@H:19]([C@@H:21]([C:23]([OH:25])=[O:24])[OH:22])[OH:20])[OH:18])[OH:16].O>C(O)C>[O:13]=[C:14]([OH:26])[C@@H:15]([C@H:17]([C@H:19]([C@@H:21]([C:23]([OH:25])=[O:24])[OH:22])[OH:20])[OH:18])[OH:16].[N:1]1[CH:6]=[CH:5][CH:4]=[C:3]([O:7][CH2:8][CH2:9][CH2:10][NH:11][CH3:12])[CH:2]=1.[N:1]1[CH:6]=[CH:5][CH:4]=[C:3]([O:7][CH2:8][CH2:9][CH2:10][NH:11][CH3:12])[CH:2]=1 |f:4.5.6|. Procedure: To a solution of (3-(3-pyridyloxy)propyl)methylamine (800.0 mg, 4.81 mmol) in ethanol (12 mL) was added galactaric acid (505.7 mg, 2.41 mmol). Water (2.5 mL) was added dropwise, while gently warming the light-yellow solution. To remove some white, insoluble solids, the warm solution was filtered through a glass wool plug, washing the filter plug with a warm solution of ethanol-water (4:1, v/v) (4 mL). The filtrate was diluted with ethanol (18 mL), producing a white precipitate. The mixture was a... Starting materials: C(C)OP(=O)(CC1CCCCC1)C[C@H](CCl)O (3-chloro-2(R)-hydroxy-propyl-(cyclohexylmethyl)-phosphinic acid ethyl ester), ClC=1C=C(C=CC1Cl)C(C)N (1-(3,4-dichlorophenyl)ethylamine), CCN(C(C)C)C(C)C (Hunig base). Run in C(C)O (ethanol). Yields the product C(C)OP(=O)(CC1CCCCC1)C[C@H](CNC(C)C1=CC(=C(C=C1)Cl)Cl)O (3-{N-[1-(3,4-dichlorophenyl)ethyl]amino}-2(S)-hydroxy-propyl(cyclohexylmethyl)phosphinic acid ethyl ester). RXN SMILES: [CH2:1]([O:3][P:4]([CH2:13][C@@H:14]([OH:17])[CH2:15]Cl)([CH2:6][CH:7]1[CH2:12][CH2:11][CH2:10][CH2:9][CH2:8]1)=[O:5])[CH3:2].[Cl:18][C:19]1[CH:20]=[C:21]([CH:26]([NH2:28])[CH3:27])[CH:22]=[CH:23][C:24]=1[Cl:25].CCN(C(C)C)C(C)C>C(O)C>[CH2:1]([O:3][P:4]([CH2:13][C@@H:14]([OH:17])[CH2:15][NH:28][CH:26]([C:21]1[CH:22]=[CH:23][C:24]([Cl:25])=[C:19]([Cl:18])[CH:20]=1)[CH3:27])([CH2:6][CH:7]1[CH2:12][CH2:11][CH2:10][CH2:9][CH2:8]1)=[O:5])[CH3:2]. Reported procedure: A mixture of 4.24 g of 3-chloro-2(R)-hydroxy-propyl-(cyclohexylmethyl)-phosphinic acid ethyl ester, 2.85 g of 1-(3,4-dichlorophenyl)ethylamine, 1.95 g of Hunig base and 15 ml of ethanol is heated at reflux for 4 days. After cooling to room temperature and removal of the solvent under reduced pressure, the reaction mixture is partitioned between dichloro-methane and water, dried over sodium sulfate and again concentrated to dryness by evaporation. Chromatography on silica gel yields 3-{N-[1-(3,4-... Starting materials: C1C(CCCCCCC)O1 (1-nonene oxide), NCCCCCCN (hexamethylenediamine). Run in C(C)O (ethanol). Product: C(CCCCCNCC(CCCCCCC)O)NCC(CCCCCCC)O (N,N'-(1,6-hexylene)-bis[2-hydroxynonylamine]). RXN SMILES: [CH2:1]1[O:10][CH:2]1[CH2:3][CH2:4][CH2:5][CH2:6][CH2:7][CH2:8][CH3:9].[NH2:11][CH2:12][CH2:13][CH2:14][CH2:15][CH2:16][CH2:17][NH2:18]>C(O)C>[CH2:17]([NH:18][CH2:1][CH:2]([OH:10])[CH2:3][CH2:4][CH2:5][CH2:6][CH2:7][CH2:8][CH3:9])[CH2:16][CH2:15][CH2:14][CH2:13][CH2:12][NH:11][CH2:1][CH:2]([OH:10])[CH2:3][CH2:4][CH2:5][CH2:6][CH2:7][CH2:8][CH3:9]. Procedure details: In a manner similar to that of Example 1, condensation of 1-nonene oxide (97.4 g.) and hexamethylenediamine (39.8 g.) and recrystallization of the resulting product (67 g.) from ethanol afforded N,N'-(1,6-hexylene)-bis[2-hydroxynonylamine] (I: R = CH3 (CH2)6, R' = H, X = (CH2)6, Z = H) (67 g., m.p. 122°-129.2° C.).